Dataset: the Open Reaction Database (ORD), a public repository of structured organic reaction records. Task: describe an organic reaction: reactants, conditions, products, and yield The product is O1COC2=C1C=CC(=C2)C2(CCCCC2)CN(C)C (1-(1-(benzo[d][1,3]dioxol-5-yl)cyclohexyl)-N,N-dimethylmethanamine). Procedure details: The title compound was prepared from the above 1-(benzo[d][1,3]dioxol-5-yl)cyclohexanecarbaldehyde (232 mg, 1.0 mmol) and dimethylamine (2.0 M in THF, 1.0 ml, 2.0 mmol) according to General Procedure H2.The crude product was purified by silica gel column chromatography (MeOH/CH2Cl2, MeOH from 0% to 15%) to give 1-(1-(benzo[d][1,3]dioxol-5-yl)cyclohexyl)-N,N-dimethylmethanamine (47 mg, 33%) as clear oil. 1H NMR (CDCl3): δ 1.31-1.41 (m 3H), 1.42-1.53 (m, 3H), 1.56-1.63 (m, 2H), 2.01 (s, 6H), 2.03-... The reactants are O1COC2=C1C=CC(=C2)C2(CCCCC2)C=O (1-(benzo[d][1,3]dioxol-5-yl)cyclohexanecarbaldehyde), CNC (dimethylamine). Reaction SMILES: [O:1]1[C:5]2[CH:6]=[CH:7][C:8]([C:10]3([CH:16]=O)[CH2:15][CH2:14][CH2:13][CH2:12][CH2:11]3)=[CH:9][C:4]=2[O:3][CH2:2]1.[CH3:18][NH:19][CH3:20]>>[O:1]1[C:5]2[CH:6]=[CH:7][C:8]([C:10]3([CH2:16][N:19]([CH3:20])[CH3:18])[CH2:15][CH2:14][CH2:13][CH2:12][CH2:11]3)=[CH:9][C:4]=2[O:3][CH2:2]1. Isolated yield 18.0%. Reactants: COC1=CC2=C(NC(C=3CCCN(C23)C)=O)C=C1 (9-Methoxy-1-methyl-1,2,3,4-tetrahydrobenzo[h][1,6]naphthyridine-5(6H)-one), ClCCl.B(Br)(Br)Br (boron tribromide dichloromethane), C([O-])(O)=O.[Na+] (sodium bicarbonate), C([O-])([O-])=O.[K+].[K+] (potassium carbonate), ClCCN1CCCCC1 (1-(2-chloroethyl)piperidine). Run in ClCCl (dichloromethane). Run at time 18 hour. Yields the product Cl.Cl.CN1CCCC=2C(NC3=C(C12)C=C(C=C3)OCCN3CCCCC3)=O (1-Methyl-9-[2-(piperidine-1yl)ethoxy]-1,2,3,4-tetrahydrobenzo[h][1,6]naphthyridine-5(6H)-one dihydrochloride). Yield: 29.8%. Reaction SMILES: [CH3:1][O:2][C:3]1[CH:18]=[CH:17][C:6]2[NH:7][C:8](=[O:16])[C:9]3[CH2:10][CH2:11][CH2:12][N:13]([CH3:15])[C:14]=3[C:5]=2[CH:4]=1.[Cl:19]CCl.B(Br)(Br)Br.C(=O)(O)[O-].[Na+].C(=O)([O-])[O-].[K+].[K+].[Cl:37]C[CH2:39][N:40]1[CH2:45][CH2:44][CH2:43][CH2:42][CH2:41]1>ClCCl>[ClH:19].[ClH:37].[CH3:15][N:13]1[C:14]2[C:5]3[CH:4]=[C:3]([O:2][CH2:1][CH2:39][N:40]4[CH2:45][CH2:44][CH2:43][CH2:42][CH2:41]4)[CH:18]=[CH:17][C:6]=3[NH:7][C:8](=[O:16])[C:9]=2[CH2:10][CH2:11][CH2:12]1 |f:1.2,3.4,5.6.7,10.11.12|. Reported procedure: The compound (50 mg, 0.20 mmol) prepared in step 2 was dissolved in dichloromethane (3 ml), added with 1 M boron tribromide dichloromethane solution (0.61 ml, 0.61 mmol) at 0° C. The resulting mixture was stirred for 18 hours at room temperature and poured into cold sodium bicarbonate aqueous solution. The mixture was extracted with ethyl acetate, dried over anhydrous sodium sulfate and concentrated to dryness. And then, the residue was dissolved in N,N-dimethylformamide (10 ml), added with pota... The reactants are [H-].[Na+] (sodium hydride), BrCCCCl (1-bromo-3-chloropropane), O (water), C1COC2(CNS(C3=C2C=CC=C3)(=O)=O)O1 (2H-1,2-benzothiazin-4(3H)-one 1,1-dioxide ethylene ketal). Run in COCCOC (1,2-dimethoxyethane), CCOCC (ether), COCCOC (1,2-dimethoxyethane). Reaction conditions: temperature 100 celsius. The product is C1COC2(CN(S(C3=C2C=CC=C3)(=O)=O)CCCCl)O1 (2-(3-Chloropropyl)-2H-1,2-benzothiazin-4(3H)-one 1,1-dioxide Ethylene Ketal). Yield: 55.9%. RXN SMILES: [H-].[Na+].[CH2:3]1[O:18][C:6]2([C:11]3[CH:12]=[CH:13][CH:14]=[CH:15][C:10]=3[S:9](=[O:17])(=[O:16])[NH:8][CH2:7]2)[O:5][CH2:4]1.Br[CH2:20][CH2:21][CH2:22][Cl:23].O>COCCOC.CCOCC>[CH2:3]1[O:18][C:6]2([C:11]3[CH:12]=[CH:13][CH:14]=[CH:15][C:10]=3[S:9](=[O:17])(=[O:16])[N:8]([CH2:20][CH2:21][CH2:22][Cl:23])[CH2:7]2)[O:5][CH2:4]1 |f:0.1|. Procedure: In 1,2-dimethoxyethane (450 mL) was suspended 60% sodium hydride (2.0 g, 502 mmol.), and then 2H-1,2-benzothiazin-4(3H)-one 1,1-dioxide ethylene ketal (12.06 g, 50 mmol.) was added to the suspension. The suspension was heated to 100° C. for 1 hour under stirring. The reaction liquid was cooled to 50° C., and to this was added a solution of 1-bromo-3-chloropropane (23.62 g, 150 mmol.) in 1,2-dimethoxyethane (50 mL). The mixture was heated to 100° C. for 21 hours under refluxing. The reaction liqu... The reactants are COC1CN(C(=O)OC(C)(C)C)CC1Nc1ccccc1, CO, Cl. The product is Cl, COC1CNCC1Nc1ccccc1. As a reaction SMILES: [C:1]([O:2][C:3](=[O:4])[N:8]1[CH2:9][CH:10]([O:20][CH3:21])[CH:11]([NH:13][c:14]2[cH:15][cH:16][cH:17][cH:18][cH:19]2)[CH2:12]1)([CH3:5])([CH3:6])[CH3:7].[CH3:23][OH:24].[ClH:22]>>[ClH:22].[NH:8]1[CH2:9][CH:10]([O:20][CH3:21])[CH:11]([NH:13][c:14]2[cH:15][cH:16][cH:17][cH:18][cH:19]2)[CH2:12]1. Reactants: C(C)(C)(C)OC([C@@H](NC(=O)OC(C)(C)C)CCCCNC#N)=O (N2-(tert-butoxycarbonyl)-N6-(cyano)-L-lysine tert-butyl ester), foamy solid, C(C)(C)(C)OC(=O)N[C@@H](CCCCNC=NOCC)C(=O)O (N2-(tert-butoxycarbonyl)-N6-(ethoxyiminomethyl)-L-lysine), butyl ester hydrochloride, N2-(tert-butoxycarbonyl)-N5-(imonomethoxymethyl)-L-ornithine tert-butyl ester hydrochloride, ClCCl (dichloromethane), CO (methanol). Yields the product Cl.C(C)(C)(C)OC([C@@H](NC(=O)OC(C)(C)C)CCCCNCOC=N)=O (N2-(tert-butoxycarbonyl)-N6-(iminomethoxymethyl)-L-lysine tert-butyl ester hydrochloride). RXN SMILES: [C:1]([O:5][C:6](=[O:23])[C@H:7]([CH2:16][CH2:17][CH2:18][CH2:19][NH:20][C:21]#N)[NH:8][C:9]([O:11][C:12]([CH3:15])([CH3:14])[CH3:13])=[O:10])([CH3:4])([CH3:3])[CH3:2].C([O:28][C:29]([NH:31][C@H](C(O)=O)CCCCNC=NOCC)=O)(C)(C)C.CO.[Cl:48]CCl>>[ClH:48].[C:1]([O:5][C:6](=[O:23])[C@H:7]([CH2:16][CH2:17][CH2:18][CH2:19][NH:20][CH2:21][O:28][CH:29]=[NH:31])[NH:8][C:9]([O:11][C:12]([CH3:15])([CH3:14])[CH3:13])=[O:10])([CH3:4])([CH3:3])[CH3:2] |f:4.5|. Reported procedure: From 1.6 g (4.89 mmol) N2-(tert-butoxycarbonyl)-N6-(cyano)-L-lysine tert-butyl ester was prepared 1.5 g (75%) of foamy solid N2-(tert-butoxycarbonyl)-N6-(ethoxyiminomethyl)-L-lysine tart-butyl ester hydrochloride by the method described for N2-(tert-butoxycarbonyl)-N5-(imonomethoxymethyl)-L-ornithine tert-butyl ester hydrochloride. TLC (methanol:dichloromethane/1:9) Rf=0.36. Mass spectrum (CI) 360 (MH+, 60%).